Dataset: the Open Reaction Database (ORD), a public repository of structured organic reaction records. Task: describe an organic reaction: reactants, conditions, products, and yield Starting materials: [OH-].[K+] (potassium hydroxide), C(C1=CC=CC=C1)OC1=CC=C2C=C(NC2=C1)C(=O)OC (Methyl 6-benzyloxyindole-2-carboxylate), O (water), [OH-].[K+] (potassium hydroxide), Cl (hydrochloric acid). Run in O1CCOCC1 (dioxane). Reaction conditions: time 72 hour. Product: C(C1=CC=CC=C1)OC1=CC=C2C=C(NC2=C1)C(=O)O (6-Benzyloxyindole-2-carboxylic acid). RXN SMILES: [CH2:1]([O:8][C:9]1[CH:17]=[C:16]2[C:12]([CH:13]=[C:14]([C:18]([O:20]C)=[O:19])[NH:15]2)=[CH:11][CH:10]=1)[C:2]1[CH:7]=[CH:6][CH:5]=[CH:4][CH:3]=1.O.[OH-].[K+].Cl>O1CCOCC1>[CH2:1]([O:8][C:9]1[CH:17]=[C:16]2[C:12]([CH:13]=[C:14]([C:18]([OH:20])=[O:19])[NH:15]2)=[CH:11][CH:10]=1)[C:2]1[CH:3]=[CH:4][CH:5]=[CH:6][CH:7]=1 |f:2.3|. Procedure: Methyl 6-benzyloxyindole-2-carboxylate (EXAMPLE 247, 3.77 g) is dissolved in 33.5 ml of dioxane and 3.35 ml of water is added. Then solid potassium hydroxide (0.9 g) is added and the reaction is heated to 50° for 6 hr. Then a further 0.9 g of potassium hydroxide is added and the reaction is stirred at 20°-25° for 72 hr and heated at 50° a further 4 hr. Then it is cooled to 20°-25° and acidified to pH 4-5 with 2N hydrochloric acid. The reaction is extracted with methanol/chloroform (10/90, 3 time... Reactants: [OH-].[Na+] (sodium hydroxide), COC(=O)C=1C=C(C2=C(S(CC3=C(O2)C(=CC(=C3)N)Cl)(=O)=O)C1)C (2-Amino-4-chloro-6-methyl-10,10-dioxo-10,11-dihydro-5-oxa-10lambda*6*-thia-dibenzo[a,d]cycloheptene-8-carboxylic acid methyl ester). Run in O (water), CO (methanol). Reaction conditions: temperature 60 celsius, time 1.5 hour. Product: NC1=CC2=C(OC3=C(S(C2)(=O)=O)C=C(C=C3C)C(=O)O)C(=C1)Cl (2-Amino-4-chloro-6-methyl-10,10-dioxo-10,11-dihydro-5-oxa-10lambda*6*-thia-dibenzo[a,d]cycloheptene-8-carboxylic acid). As a reaction SMILES: [OH-].[Na+].C[O:4][C:5]([C:7]1[CH:8]=[C:9]([CH3:26])[C:10]2[O:16][C:15]3[C:17]([Cl:22])=[CH:18][C:19]([NH2:21])=[CH:20][C:14]=3[CH2:13][S:12](=[O:24])(=[O:23])[C:11]=2[CH:25]=1)=[O:6]>O.CO>[NH2:21][C:19]1[CH:18]=[C:17]([Cl:22])[C:15]2[O:16][C:10]3[C:9]([CH3:26])=[CH:8][C:7]([C:5]([OH:6])=[O:4])=[CH:25][C:11]=3[S:12](=[O:23])(=[O:24])[CH2:13][C:14]=2[CH:20]=1 |f:0.1|. Reported procedure: A solution of sodium hydroxide (0.32 g, 7.13 mmol) in water (5 mL) was added to a solution of Example 1 (1 g, 2.71 mmol) in methanol (30 mL). The reaction mixture was stirred at 60° C. for 1.5 h, the solvent was removed under vacuum and water (20 mL) was added. The reaction mixture was acidified to pH 3 using 10% aqueous hydrochloric acid. The precipitate was filtered and washed with water, dried to obtain the title compound. Yield: 0.85 g, (89%); 1H NMR (DMSO-d6, 300 MHz): δ 2.61 (s, 3H, CH3), ... As a reaction SMILES: [O:1]1[CH2:6][CH2:5][N:4]([CH2:7][CH2:8][OH:9])[CH2:3][CH2:2]1.Cl[C:11]1[N:16]=[CH:15][C:14](/[C:17](/[C:27]2[CH:32]=[CH:31][C:30]([OH:33])=[CH:29][CH:28]=2)=[C:18](\[C:21]2[CH:26]=[CH:25][CH:24]=[CH:23][CH:22]=2)/[CH2:19][CH3:20])=[CH:13][CH:12]=1>>[O:1]1[CH2:6][CH2:5][N:4]([CH2:7][CH2:8][O:9][C:11]2[N:16]=[CH:15][C:14](/[C:17](/[C:27]3[CH:28]=[CH:29][C:30]([OH:33])=[CH:31][CH:32]=3)=[C:18](\[C:21]3[CH:26]=[CH:25][CH:24]=[CH:23][CH:22]=3)/[CH2:19][CH3:20])=[CH:13][CH:12]=2)[CH2:3][CH2:2]1. Product: O1CCN(CC1)CCOC1=CC=C(C=N1)\C(=C(\CC)/C1=CC=CC=C1)\C1=CC=C(C=C1)O ((Z)-4-(1-(6-(2-morpholinoethoxy)pyridin-3-yl)-2-phenylbut-1-enyl)phenol). Reactants: O1CCN(CC1)CCO (2-morpholinoethanol), ClC1=CC=C(C=N1)\C(=C(\CC)/C1=CC=CC=C1)\C1=CC=C(C=C1)O ((Z)-4-(1-(6-chloropyridin-3-yl)-2-phenylbut-1-enyl)phenol). Reported procedure: Following the same procedure as described in example 3, 2-morpholinoethanol (391 mg, 10 eq) was reacted with (Z)-4-(1-(6-chloropyridin-3-yl)-2-phenylbut-1-enyl)phenol (100 mg, 1 eq, prepared from example 1) to give the desired product (110 mg, 86% yield). 1H NMR (400 MHz, CDCl3) δ 7.59 (s, 1H), 7.01-7.18 (m, 8H), 6.79 (d, J=8.8 Hz, 2H), 6.27 (d, J=8.4 Hz, 1H), 4.29 (t, J=5.6 Hz, 2H), 2.70 (t, J=5.6 Hz, 2H), 2.46-2.52 (m, 6H), 1.29-1.40 (m, 4H), 0.92 (t, J=7.6 Hz, 3H); m/z=431[M+1]+. The yield is 85.8%. Reactants: BrCCCBr, O=C([O-])[O-], CC(=O)Nc1cccc(O)c1, ClCCl, [K+], [K+]. The product is CC(=O)Nc1cccc(OCCCBr)c1. As a reaction SMILES: [Br:18][CH2:19][CH2:20][CH2:21][Br:22].[C:12](=[O:13])([O-:14])[O-:15].[C:1]([CH3:2])(=[O:3])[NH:4][c:5]1[cH:6][c:7]([OH:11])[cH:8][cH:9][cH:10]1.[Cl:23][CH2:24][Cl:25].[K+:16].[K+:17]>>[C:1]([CH3:2])(=[O:3])[NH:4][c:5]1[cH:6][c:7]([O:11][CH2:21][CH2:20][CH2:19][Br:18])[cH:8][cH:9][cH:10]1. Reactants: O=C1CCC(=O)N1Cl, Cl, COC(=O)C(Cc1cccc(C(F)(F)F)c1)S(=O)(=O)CCC(F)(F)F, [H-], [Na+], C1CCOC1. Product: COC(=O)C(Cl)(Cc1cccc(C(F)(F)F)c1)S(=O)(=O)CCC(F)(F)F. RXN SMILES: [Cl:28][N:29]1[C:30](=[O:31])[CH2:32][CH2:33][C:34]1=[O:35].[ClH:36].[F:3][C:4]([c:5]1[cH:6][c:7]([CH2:11][CH:12]([C:13](=[O:14])[O:15][CH3:16])[S:17](=[O:18])(=[O:19])[CH2:20][CH2:21][C:22]([F:23])([F:24])[F:25])[cH:8][cH:9][cH:10]1)([F:26])[F:27].[H-:1].[Na+:2].[O:37]1[CH2:38][CH2:39][CH2:40][CH2:41]1>>[F:3][C:4]([c:5]1[cH:6][c:7]([CH2:11][C:12]([C:13](=[O:14])[O:15][CH3:16])([S:17](=[O:18])(=[O:19])[CH2:20][CH2:21][C:22]([F:23])([F:24])[F:25])[Cl:28])[cH:8][cH:9][cH:10]1)([F:26])[F:27]. The reactants are S(=O)(=O)(O)O.N1=CNC2=C1CCC(C2)C(=O)O (4,5,6,7-tetrahydrobenzimidazole-5-carboxylic acid sulfate), C(\C=C\C(=O)[O-])(=O)[O-] (fumarate), C(C)#N (acetonitrile), S(=O)(Cl)Cl (thionyl chloride), C(\C=C\C(=O)O)(=O)O (fumaric acid). The solvent is C(Cl)(Cl)Cl.CO (chloroform methanol). Run at temperature 55 celsius, time 1 hour. Yields the product C(\C=C\C(=O)O)(=O)O.CC=1OC2=C(C1C(=O)C1CC3=C(N=CN3)CC1)C=CC=C2 (5-[(2-methylbenzofuran-3-yl)carbonyl]-4,5,6,7-tetrahydrobenzimidazole fumarate). As a reaction SMILES: S(O)(O)(=O)=O.[N:6]1[C:10]2[CH2:11][CH2:12][CH:13]([C:15]([OH:17])=O)[CH2:14][C:9]=2[NH:8][CH:7]=1.S(Cl)(Cl)=O.[C:22]([OH:29])(=[O:28])/[CH:23]=[CH:24]/[C:25]([OH:27])=[O:26].[C:30]([O-:37])(=O)/[CH:31]=[CH:32]/[C:33]([O-])=O.[C:38](#N)[CH3:39]>C(Cl)(Cl)Cl.CO>[C:22]([OH:29])(=[O:28])/[CH:23]=[CH:24]/[C:25]([OH:27])=[O:26].[CH3:24][C:23]1[O:37][C:30]2[CH:31]=[CH:32][CH:33]=[CH:39][C:38]=2[C:22]=1[C:15]([CH:13]1[CH2:12][CH2:11][C:10]2[N:6]=[CH:7][NH:8][C:9]=2[CH2:14]1)=[O:17] |f:0.1,6.7,8.9|. Procedure: In 40 ml of acetonitrile was suspended 5.00 g of 4,5,6,7-tetrahydrobenzimidazole-5-carboxylic acid sulfate, and 2.75 ml of thionyl chloride was added to the suspension. The suspension was stirred at 55° C. for 1 hour, and the solvent was distilled off under reduced pressure. To the residue was added 20 ml of nitrobenzene and 1.80 ml of 2-methylbenzofurane, and 2.20 ml of tin tetrachloride was then added thereto. After stirring at 85° C. for one night, 40 ml of 1M aqueous hydrochloric acid soluti... The reactants are COC=1C=CC2=C(CCN(C(N2)=O)C2CCNCC2)C1 (7-methoxy-3-piperidin-4-yl-1,3,4,5-tetrahydro-1,3-benzodiazepin-2-one), ClC1=CC(=NC=N1)NC=1C=C(C2=C(N=C(O2)C)C1)C ((6-chloro-pyrimidin-4-yl)-(2,7-dimethyl-benzoxazol-5-yl)-amine), CCN(C(C)C)C(C)C (DIPEA). The solvent is CN(C)C=O (DMF). Reaction conditions: temperature 150 celsius, time 2.5 hour. Yields the product CC=1OC2=C(N1)C=C(C=C2C)NC2=CC(=NC=N2)N2CCC(CC2)N2C(NC1=C(CC2)C=C(C=C1)OC)=O (3-{1-[6-(2,7-dimethyl-benzoxazol-5-ylamino)-pyrimidin-4-yl]-piperidin-4-yl}-7-methoxy-1,3,4,5-tetrahydro-benzo[d][1,3]diazepin-2-one). RXN SMILES: [CH3:1][O:2][C:3]1[CH:4]=[CH:5][C:6]2[NH:12][C:11](=[O:13])[N:10]([CH:14]3[CH2:19][CH2:18][NH:17][CH2:16][CH2:15]3)[CH2:9][CH2:8][C:7]=2[CH:20]=1.Cl[C:22]1[N:27]=[CH:26][N:25]=[C:24]([NH:28][C:29]2[CH:30]=[C:31]([CH3:39])[C:32]3[O:36][C:35]([CH3:37])=[N:34][C:33]=3[CH:38]=2)[CH:23]=1.CCN(C(C)C)C(C)C>CN(C=O)C>[CH3:37][C:35]1[O:36][C:32]2[C:31]([CH3:39])=[CH:30][C:29]([NH:28][C:24]3[N:25]=[CH:26][N:27]=[C:22]([N:17]4[CH2:18][CH2:19][CH:14]([N:10]5[CH2:9][CH2:8][C:7]6[CH:20]=[C:3]([O:2][CH3:1])[CH:4]=[CH:5][C:6]=6[NH:12][C:11]5=[O:13])[CH2:15][CH2:16]4)[CH:23]=3)=[CH:38][C:33]=2[N:34]=1. Procedure details: 70 mg (0.25 mmol) 7-methoxy-3-piperidin-4-yl-1,3,4,5-tetrahydro-1,3-benzodiazepin-2-one, 55 mg (0.20 mmol) (6-chloro-pyrimidin-4-yl)-(2,7-dimethyl-benzoxazol-5-yl)-amine and 0.15 mL (0.87 mmol) DIPEA were combined in 1.5 mL DMF and stirred for 2.5 h at 150° C. The reaction mixture was purified by preparative HPLC. The product-containing fractions were combined and freeze-dried. The residue was stirred with MeOH and DMF, left to stand for 1 h and filtered. The precipitate was washed with MeOH and... The reactants are COC=1C=C(C=C(C1OC)OC)C=CC=O (3-(3,4,5-trimethoxyphenyl)-propenal), COC=1C=C(C=CC1)O (3-methoxy phenol), ( 1H ), ( m ), ( 1H ), BrC=1C=C(C=C(C1OC)OC)C=CC=O (3-(3-bromo-4,5-dimethoxyphenyl)-propenal), COC=1C=C(C=O)C=C(C1OC)OC (3,4,5-trimethoxy benzaldehyde), N1CCOCC1 (morpholine). Run in CO (methanol). Product: COC=1C=C(C=C(C1OC)OC)C=CC=O (3-(3,4,5-Trimethoxyphenyl)-propenal), COC1=CC=C2C(CC(OC2=C1)O)C1=CC(=C(C(=C1)OC)OC)OC (7-Methoxy-2-hydroxy-4-(3,4,5-trimethoxy-phenyl)-chroman). As a reaction SMILES: BrC1C=C(C=CC=O)C=C(OC)C=1OC.COC1C=C(C=C(OC)C=1OC)C=O.[CH3:30][O:31][C:32]1[CH:33]=[C:34]([CH:42]=[CH:43][CH:44]=[O:45])[CH:35]=[C:36]([O:40][CH3:41])[C:37]=1[O:38][CH3:39].[CH3:46][O:47][C:48]1[CH:49]=[C:50]([OH:54])[CH:51]=[CH:52][CH:53]=1.N1CCOCC1>CO>[CH3:41][O:40][C:36]1[CH:35]=[C:34]([CH:42]=[CH:43][CH:44]=[O:45])[CH:33]=[C:32]([O:31][CH3:30])[C:37]=1[O:38][CH3:39].[CH3:46][O:47][C:48]1[CH:49]=[C:50]2[C:51]([CH:42]([C:34]3[CH:33]=[C:32]([O:31][CH3:30])[C:37]([O:38][CH3:39])=[C:36]([O:40][CH3:41])[CH:35]=3)[CH2:43][CH:44]([OH:45])[O:54]2)=[CH:52][CH:53]=1. Procedure details: 3-(3,4,5-Trimethoxyphenyl)-propenal was prepared following the procedure for 3-(3-bromo-4,5-dimethoxyphenyl)-propenal as described in Example 15a using 3,4,5-trimethoxy benzaldehyde. 7-Methoxy-2-hydroxy-4-(3,4,5-trimethoxy-phenyl)-chroman was synthesized by the same procedure as Example 18 from 3-(3,4,5-trimethoxyphenyl)-propenal (71 mg; 0.32 mmol) and 3-methoxy phenol (43 mg; 0.35 mmol) using morpholine (30 μl) as a base in methanol (2.5 ml) (14 mg; 13%). 1H NMR (acetone-d6): 6.64 (dd, J=1.1, 8... Reported procedure: In the same manner as that of Example 24, 4,5-diisopropylthiophene-2-carboxylic acid (80 mg, 0.377 mmol) and methyl 2-chloro-4-aminobenzoate (126 mg, 0.679 mmol) were condensed, the reaction mixture was treated in a conventional manner, and then the residue was purified by silica gel chromatography [n-hexane-ethyl acetate (40:1)] and recrystallized to obtain methyl 2-chloro-4-[(4,5-diisopropylthiophene-2-carbonyl)amino]benzoate (49 mg, 34%) as colorless prisms. The yield is 34.2%. Reaction SMILES: [CH:1]([C:4]1[CH:5]=[C:6]([C:12]([OH:14])=O)[S:7][C:8]=1[CH:9]([CH3:11])[CH3:10])([CH3:3])[CH3:2].[Cl:15][C:16]1[CH:25]=[C:24]([NH2:26])[CH:23]=[CH:22][C:17]=1[C:18]([O:20][CH3:21])=[O:19]>>[Cl:15][C:16]1[CH:25]=[C:24]([NH:26][C:12]([C:6]2[S:7][C:8]([CH:9]([CH3:10])[CH3:11])=[C:4]([CH:1]([CH3:2])[CH3:3])[CH:5]=2)=[O:14])[CH:23]=[CH:22][C:17]=1[C:18]([O:20][CH3:21])=[O:19]. The reactants are C(C)(C)C=1C=C(SC1C(C)C)C(=O)O (4,5-diisopropylthiophene-2-carboxylic acid), ClC1=C(C(=O)OC)C=CC(=C1)N (methyl 2-chloro-4-aminobenzoate). Yields the product ClC1=C(C(=O)OC)C=CC(=C1)NC(=O)C=1SC(=C(C1)C(C)C)C(C)C (methyl 2-chloro-4-[(4,5-diisopropylthiophene-2-carbonyl)amino]benzoate).